From a dataset of the Open Reaction Database (ORD), a public repository of structured organic reaction records. describe an organic reaction: reactants, conditions, products, and yield Reactants: C#Cc1cccnc1, CCNCC, CN(C)C=O, Cn1cc(C(=O)NCc2ccc(Cl)cc2)c(=O)c2cc(CN3CCOCC3)cc(I)c21, [Cu]I, Cl[Pd]Cl, c1ccc(P(c2ccccc2)c2ccccc2)cc1, c1ccc(P(c2ccccc2)c2ccccc2)cc1. The product is Cn1cc(C(=O)NCc2ccc(Cl)cc2)c(=O)c2cc(CN3CCOCC3)cc(C#Cc3cccnc3)c21. RXN SMILES: [C:32](#[CH:33])[c:34]1[cH:35][n:36][cH:37][cH:38][cH:39]1.[CH2:40]([NH:41][CH2:42][CH3:43])[CH3:44].[CH3:88][N:89]([CH3:90])[CH:91]=[O:92].[Cl:1][c:2]1[cH:3][cH:4][c:5]([CH2:6][NH:7][C:8](=[O:9])[c:10]2[cH:11][n:12]([CH3:29])[c:13]3[c:14]([I:28])[cH:15][c:16]([CH2:21][N:22]4[CH2:23][CH2:24][O:25][CH2:26][CH2:27]4)[cH:17][c:18]3[c:19]2=[O:20])[cH:30][cH:31]1.[Cu:45][I:46].[Pd:47]([Cl:48])[Cl:49].[c:50]1([P:51]([c:52]2[cH:53][cH:54][cH:55][cH:56][cH:57]2)[c:58]2[cH:59][cH:60][cH:61][cH:62][cH:63]2)[cH:64][cH:65][cH:66][cH:67][cH:68]1.[c:69]1([P:70]([c:71]2[cH:72][cH:73][cH:74][cH:75][cH:76]2)[c:77]2[cH:78][cH:79][cH:80][cH:81][cH:82]2)[cH:83][cH:84][cH:85][cH:86][cH:87]1>>[Cl:1][c:2]1[cH:3][cH:4][c:5]([CH2:6][NH:7][C:8](=[O:9])[c:10]2[cH:11][n:12]([CH3:29])[c:13]3[c:14]([C:33]#[C:32][c:34]4[cH:35][n:36][cH:37][cH:38][cH:39]4)[cH:15][c:16]([CH2:21][N:22]4[CH2:23][CH2:24][O:25][CH2:26][CH2:27]4)[cH:17][c:18]3[c:19]2=[O:20])[cH:30][cH:31]1. Reactants: NC[C@H](CN1CCC(CC1)OC1=C(C(=C(C=C1)Cl)C)Cl)O ((2R)-1-amino-3-[4-(2,4-dichloro-3-methylphenoxy)piperidin-1-yl]propan-2-ol), CC1=C(N=NN1)C(=O)O (5-methyl-1H-1,2,3-triazole-4-carboxylic acid). The product is ClC1=C(OC2CCN(CC2)C[C@@H](CNC(=O)C=2N=NNC2C)O)C=CC(=C1C)Cl (N-{(2R)-3-[4-(2,4-Dichloro-3-methylphenoxy)piperidin-1-yl]-2-hydroxypropyl}-5-methyl-1H-1,2,3-triazole-4-carboxamide). Reaction SMILES: [NH2:1][CH2:2][C@@H:3]([OH:21])[CH2:4][N:5]1[CH2:10][CH2:9][CH:8]([O:11][C:12]2[CH:17]=[CH:16][C:15]([Cl:18])=[C:14]([CH3:19])[C:13]=2[Cl:20])[CH2:7][CH2:6]1.[CH3:22][C:23]1[NH:27][N:26]=[N:25][C:24]=1[C:28](O)=[O:29]>>[Cl:20][C:13]1[C:14]([CH3:19])=[C:15]([Cl:18])[CH:16]=[CH:17][C:12]=1[O:11][CH:8]1[CH2:9][CH2:10][N:5]([CH2:4][C@H:3]([OH:21])[CH2:2][NH:1][C:28]([C:24]2[N:25]=[N:26][NH:27][C:23]=2[CH3:22])=[O:29])[CH2:6][CH2:7]1. Procedure: Prepared as Example 1 using (2R)-1-amino-3-[4-(2,4-dichloro-3-methylphenoxy)piperidin-1-yl]propan-2-ol (0.158 g) and 5-methyl-1H-1,2,3-triazole-4-carboxylic acid to yield the title compound as a colourless solid (0.037 g). The reactants are N(N)C1=NCC=2C=3C(=CC=CC13)NC2 (5-Hydrazino-1,3-dihydropyrrolo[4,3,2-de]isoquinoline), C (charcoal), CC(=O)C (acetone). Yields the product C(C)(C)=NNC1=NCC=2C=3C(=CC=CC13)NC2 (5-(Isopropylidenehydrazino)-1,3-dihydropyrrolo[4,3,2-de]isoquinoline). Reaction SMILES: [NH:1]([C:3]1[C:12]2[CH:11]=[CH:10][CH:9]=[C:8]3[NH:13][CH:14]=[C:6]([C:7]=23)[CH2:5][N:4]=1)[NH2:2].C.[CH3:16][C:17]([CH3:19])=O>>[C:17](=[N:2][NH:1][C:3]1[C:12]2[CH:11]=[CH:10][CH:9]=[C:8]3[NH:13][CH:14]=[C:6]([C:7]=23)[CH2:5][N:4]=1)([CH3:19])[CH3:16]. Reported procedure: 5-Hydrazino-1,3-dihydropyrrolo[4,3,2-de]isoquinoline (4.5 g), described in Example 8, is boiled in acetone (ca. 50 ml) for 10 minutes. The reaction mixture is treated with charcoal, filtered and concentrated. Addition of ether-hexane gives a precipitate. The precipitate is recrystallized from benzenemethanol-ether to give the title compound, mp 200° - 201°C, νmaxnujol 3450, 3100, 1625, 1565, 1540 and 1510 cm-1. The reactants are [N+](=O)([O-])C1=C(C=C(C=C1)C(F)(F)F)S(=O)(=O)O (2-nitro-5-trifluoromethyl-benzenesulfonic acid), S(=O)(Cl)Cl (thionyl chloride). The solvent is CN(C)C=O (DMF). Yields the product [N+](=O)([O-])C1=C(C=C(C=C1)C(F)(F)F)S(=O)(=O)Cl (2-Nitro-5-trifluoromethyl-benzenesulfonyl chloride). Reaction SMILES: [N+:1]([C:4]1[CH:9]=[CH:8][C:7]([C:10]([F:13])([F:12])[F:11])=[CH:6][C:5]=1[S:14]([OH:17])(=O)=[O:15])([O-:3])=[O:2].S(Cl)([Cl:20])=O>CN(C=O)C>[N+:1]([C:4]1[CH:9]=[CH:8][C:7]([C:10]([F:13])([F:12])[F:11])=[CH:6][C:5]=1[S:14]([Cl:20])(=[O:17])=[O:15])([O-:3])=[O:2]. Procedure details: In a similar fashion using route 39 general procedure 96, 2-nitro-5-trifluoromethyl-benzenesulfonic acid 453 (700 mg, 2.58 mmol), thionyl chloride (7 ml) and (0.1 ml) DMF at 90° C. for 3 h gave the title compound (730 mg) which was used in the next step without further purification. The structure was confirmed by 1H NMR. Yields the product COC(=O)Cc1cc(C(O)c2ccc(S(C)(=O)=O)cc2)c2cc(F)ccc2c1. RXN SMILES: [BH4-:29].[CH3:1][O:2][C:3]([CH2:4][c:5]1[cH:6][c:7]2[cH:8][cH:9][c:10]([F:27])[cH:11][c:12]2[c:13]([C:15]([c:16]2[cH:17][cH:18][c:19]([S:22](=[O:23])(=[O:24])[CH3:25])[cH:20][cH:21]2)=[O:26])[cH:14]1)=[O:28].[CH3:31][OH:32].[Na+:30]>>[CH3:1][O:2][C:3]([CH2:4][c:5]1[cH:6][c:7]2[cH:8][cH:9][c:10]([F:27])[cH:11][c:12]2[c:13]([CH:15]([c:16]2[cH:17][cH:18][c:19]([S:22](=[O:23])(=[O:24])[CH3:25])[cH:20][cH:21]2)[OH:26])[cH:14]1)=[O:28]. Reactants: [BH4-], COC(=O)Cc1cc(C(=O)c2ccc(S(C)(=O)=O)cc2)c2cc(F)ccc2c1, CO, [Na+]. Reactants: C(#CC)[Li] (Propynyllithium), C(C1=CC=CC=C1)(=O)N1C[C@H](N(CC1)C(C(=O)C1=CNC2=C(C=CN=C12)C1=NC=CN=C1)=O)C (1-benzoyl-3-(R)-methyl-4-[(7-(pyrazin-2-yl)-4-azaindol-3-yl)-oxoacetyl]piperazine), O1CCCC1 (tetrahydrofuran). As a reaction SMILES: C([Li])#[C:2][CH3:3].[C:5]([N:13]1[CH2:18][CH2:17][N:16]([C:19](=[O:37])[C:20]([C:22]2[C:30]3[C:25](=[C:26]([C:31]4[CH:36]=NC=CN=4)[CH:27]=[CH:28][N:29]=3)[NH:24][CH:23]=2)=[O:21])[C@H:15]([CH3:38])[CH2:14]1)(=[O:12])[C:6]1[CH:11]=[CH:10][CH:9]=[CH:8][CH:7]=1.[O:39]1CCCC1>>[C:5]([N:13]1[CH2:18][CH2:17][N:16]([C:19](=[O:37])[C:20]([C:22]2[C:30]3[C:25](=[C:26]([C:31]([CH2:36][C:2]#[CH:3])=[O:39])[CH:27]=[CH:28][N:29]=3)[NH:24][CH:23]=2)=[O:21])[C@H:15]([CH3:38])[CH2:14]1)(=[O:12])[C:6]1[CH:7]=[CH:8][CH:9]=[CH:10][CH:11]=1. The product is C(C1=CC=CC=C1)(=O)N1C[C@H](N(CC1)C(C(=O)C1=CNC2=C(C=CN=C12)C(=O)CC#C)=O)C (1-benzoyl-3-(R)-methyl-4-[(7-(2-propynyl)carbonyl-4-azaindol-3-yl)-oxoacetyl]piperazine). Reported procedure: Propynyllithium (21 mg) was added to a solution of Example 52 (41 mg) in tetrahydrofuran (5 ml) at −78° C. The reaction was quenched with methanol at −25° C. in 2 hours. After solvents were removed under vaccum, the residue was carried to the further reactions without any purification. I-64, 1-benzoyl-3-(R)-methyl-4-[(7-(2-propynyl)carbonyl-4-azaindol-3-yl)-oxoacetyl]piperazine MS m/z: (M+H)+ Calc'd for C25H22ClN4O4: 477.13; found 477.17. HPLC retention time: 1.46 minutes (column A). The reactants are C(N)(=O)CCCCCCCCCCC(=O)O (11-carbamoylundecanoic acid), C(Cl)Cl (methylene chloride), C[C@@H]1C[C@H]2[C@H](O2)/C=C\C=C\C(=O)CC3=C(C(=CC(=C3Cl)O)O)C(=O)O1 (radicicol), C(N)(=O)CCCCCCCCCCC(=O)Cl (11-carbamoylundecanoyl chloride). Run in N1=CC=CC=C1 (pyridine). The product is CN(C)C1=NC=CC=C1 (dimethylaminopyridine), title compound. As a reaction SMILES: C[C@H]1OC(=O)C2C(O)=CC(O)=C(Cl)C=2CC(=O)C=CC=C[C@H]2O[C@H]2C1.[C:26]([CH2:29][CH2:30][CH2:31][CH2:32]CCCCCCC(Cl)=O)(=O)[NH2:27].[C:42](CCCCCCCCCCC(O)=O)(=O)[NH2:43].[CH2:58](Cl)Cl>N1C=CC=CC=1>[CH3:58][N:43]([C:26]1[CH:29]=[CH:30][CH:31]=[CH:32][N:27]=1)[CH3:42]. Reported procedure: Following a procedure similar to that described in Example 1, but using 365 mg of radicicol, 11-carbamoylundecanoyl chloride prepared from 900 mg of 11-carbamoylundecanoic acid, 8 ml of dry methylene chloride, 0.97 ml of pyridine and a catalytic amount of dimethylaminopyridine, 273 mg of the title compound were obtained.